Dataset: the Open Reaction Database (ORD), a public repository of structured organic reaction records. Task: describe an organic reaction: reactants, conditions, products, and yield Reactants: Clc1cc(Br)c2c(c1)NCCO2, CCOC(C)=O, O=C(Cl)OCc1ccccc1, [Na+], [OH-]. Product: O=C(OCc1ccccc1)N1CCOc2c(Br)cc(Cl)cc21. Reaction SMILES: [Br:12][c:13]1[cH:14][c:15]([Cl:23])[cH:16][c:17]2[c:22]1[O:21][CH2:20][CH2:19][NH:18]2.[CH3:26][CH2:27][O:28][C:29](=[O:30])[CH3:31].[Cl:1][C:2](=[O:3])[O:4][CH2:5][c:6]1[cH:7][cH:8][cH:9][cH:10][cH:11]1.[Na+:25].[OH-:24]>>[C:2](=[O:3])([O:4][CH2:5][c:6]1[cH:7][cH:8][cH:9][cH:10][cH:11]1)[N:18]1[c:17]2[cH:16][c:15]([Cl:23])[cH:14][c:13]([Br:12])[c:22]2[O:21][CH2:20][CH2:19]1. The reactants are FCCOC[C@H]1NC[C@H](C1)SC1=C(N2C([C@@H]([C@H]2[C@H]1C)[C@@H](C)O)=O)C(=O)O ((4R,5S,6S)-3-[(2S,4S)-2-(2-fluoroethyloxymethyl)pyrrolidin-4-yl]thio-6-[(1R)-1-hydroxyethyl]-4-methyl-7-oxo-1-azabicyclo[3.2.0]hept-2-ene-2-carboxylic acid), Cl.C(OCC1=CC=CC=C1)=N (benzyl formimidate hydrochloride), Cl (hydrochloric acid), [OH-].[Na+] (sodium hydroxide). Run in O (water). The product is FCCOC[C@H]1N(C[C@H](C1)SC1=C(N2C([C@@H]([C@H]2[C@H]1C)[C@@H](C)O)=O)C(=O)O)C=N ((4R,5S,6S)-3-[(2S,4S)-2-(2-fluoroethyloxymethyl)-1-formimidoylpyrrolidin-4-yl]thio-6-[(1R)-1-hydroxyethyl]-4-methyl-7-oxo-1-azabicyclo[3.2.0]hept-2-ene-2-carboxylic acid). As a reaction SMILES: [F:1][CH2:2][CH2:3][O:4][CH2:5][C@@H:6]1[CH2:10][C@H:9]([S:11][C:12]2[C@H:18]([CH3:19])[C@H:17]3[N:14]([C:15](=[O:23])[C@@H:16]3[C@H:20]([OH:22])[CH3:21])[C:13]=2[C:24]([OH:26])=[O:25])[CH2:8][NH:7]1.Cl.[CH:28](=[NH:37])OCC1C=CC=CC=1.[OH-].[Na+].Cl>O>[F:1][CH2:2][CH2:3][O:4][CH2:5][C@@H:6]1[CH2:10][C@H:9]([S:11][C:12]2[C@H:18]([CH3:19])[C@H:17]3[N:14]([C:15](=[O:23])[C@@H:16]3[C@H:20]([OH:22])[CH3:21])[C:13]=2[C:24]([OH:26])=[O:25])[CH2:8][N:7]1[CH:28]=[NH:37] |f:1.2,3.4|. Reported procedure: To a solution of (4R,5S,6S)-3-[(2S,4S)-2-(2-fluoroethyloxymethyl)pyrrolidin-4-yl]thio-6-[(1R)-1-hydroxyethyl]-4-methyl-7-oxo-1-azabicyclo[3.2.0]hept-2-ene-2-carboxylic acid (0.3 g) in water (90 ml) was added benzyl formimidate hydrochloride (0.4 g) under ice-cooling with stirring, keeping the pH between 8.5-9 with 4N aqueous sodium hydroxide. After stirring for 30 minutes, the mixture was adjusted to pH 6.5 with 1N hydrochloric acid and washed with ethyl acetate (60 ml×3). The aqueous layer was ... Starting materials: CC(C)(C)[Si](C)(C)Oc1ccc(C(=O)c2ccc3c(c2)OC(F)(F)O3)cc1, CCCC[N+](CCCC)(CCCC)CCCC, [F-], C1CCOC1. The product is O=C(c1ccc(O)cc1)c1ccc2c(c1)OC(F)(F)O2. As a reaction SMILES: [CH3:1][C:2]([Si:3]([CH3:4])([CH3:5])[O:6][c:7]1[cH:8][cH:9][c:10]([C:13](=[O:14])[c:15]2[cH:16][c:17]3[c:18]([cH:24][cH:25]2)[O:19][C:20]([F:22])([F:23])[O:21]3)[cH:11][cH:12]1)([CH3:26])[CH3:27].[CH3:29][CH2:30][CH2:31][CH2:32][N+:33]([CH2:34][CH2:35][CH2:36][CH3:37])([CH2:38][CH2:39][CH2:40][CH3:41])[CH2:42][CH2:43][CH2:44][CH3:45].[F-:28].[O:46]1[CH2:47][CH2:48][CH2:49][CH2:50]1>>[OH:6][c:7]1[cH:8][cH:9][c:10]([C:13](=[O:14])[c:15]2[cH:16][c:17]3[c:18]([cH:24][cH:25]2)[O:19][C:20]([F:22])([F:23])[O:21]3)[cH:11][cH:12]1. The reactants are COC=O, ClCCl, OCC1CCNCC1, [Na+], [OH-]. Product: O=CN1CCC(CO)CC1. Reaction SMILES: [CH:9](=[O:10])[O:11][CH3:12].[Cl:15][CH2:16][Cl:17].[NH:1]1[CH2:2][CH2:3][CH:4]([CH2:7][OH:8])[CH2:5][CH2:6]1.[Na+:14].[OH-:13]>>[N:1]1([CH:9]=[O:10])[CH2:2][CH2:3][CH:4]([CH2:7][OH:8])[CH2:5][CH2:6]1. Starting materials: COC1=C(C=2C3=C(C(NC2C=C1)=O)SC=C3)C3=CC=C(C=C3)C(CNC(OC(C)(C)C)=O)(C)C (tert-butyl 2-(4-(8-methoxy-4-oxo-4,5-dihydrothieno[2,3-c]quinolin-9-yl)phenyl)-2-methylpropylcarbamate), C1CC(=O)N(C1=O)Br (NBS). Product: BrC1=CC(=C(C=2C3=C(C(NC12)=O)SC=C3)C3=CC=C(C=C3)C(CNC(OC(C)(C)C)=O)(C)C)OC (tert-Butyl 2-(4-(6-bromo-8-methoxy-4-oxo-4,5-dihydrothieno[2,3-c]quinolin-9-yl)phenyl)-2-methylpropylcarbamate). Yield: 48.3%. RXN SMILES: [CH3:1][O:2][C:3]1[CH:12]=[CH:11][C:10]2[NH:9][C:8](=[O:13])[C:7]3[S:14][CH:15]=[CH:16][C:6]=3[C:5]=2[C:4]=1[C:17]1[CH:22]=[CH:21][C:20]([C:23]([CH3:34])([CH3:33])[CH2:24][NH:25][C:26](=[O:32])[O:27][C:28]([CH3:31])([CH3:30])[CH3:29])=[CH:19][CH:18]=1.C1C(=O)N([Br:42])C(=O)C1>>[Br:42][C:11]1[C:10]2[NH:9][C:8](=[O:13])[C:7]3[S:14][CH:15]=[CH:16][C:6]=3[C:5]=2[C:4]([C:17]2[CH:22]=[CH:21][C:20]([C:23]([CH3:34])([CH3:33])[CH2:24][NH:25][C:26](=[O:32])[O:27][C:28]([CH3:29])([CH3:31])[CH3:30])=[CH:19][CH:18]=2)=[C:3]([O:2][CH3:1])[CH:12]=1. Procedure: Following General Procedure I, tert-butyl 2-(4-(8-methoxy-4-oxo-4,5-dihydrothieno[2,3-c]quinolin-9-yl)phenyl)-2-methylpropylcarbamate (600 mg, 1.3 mmol) was reacted with NBS (330 mg, 1.9 mmol) to afford the desired product (350 mg, 51%) as a yellow solid: ESI MS m/z 557 [C27H29BrN2O4S+H]+. Reactants: Cl (hydrochloric acid), C(CCCCCCC)OC1=CC=C(C(=O)Cl)C=C1 (4-Octyloxybenzoic acid chloride), FC1=C(C(=O)O)C=CC(=C1)O (2-fluoro-4-hydroxybenzoic acid), C(Cl)Cl (methylene chloride). The solvent is N1=CC=CC=C1 (pyridine). Product: FC1=C(C(=O)O)C=CC(=C1)OC(C1=CC=C(C=C1)OCCCCCCCC)=O (2-fluoro-4-(4-octyloxybenzoyloxy)benzoic acid). Isolated yield 78.0%. As a reaction SMILES: [CH2:1]([O:9][C:10]1[CH:18]=[CH:17][C:13]([C:14](Cl)=[O:15])=[CH:12][CH:11]=1)[CH2:2][CH2:3][CH2:4][CH2:5][CH2:6][CH2:7][CH3:8].[F:19][C:20]1[CH:28]=[C:27]([OH:29])[CH:26]=[CH:25][C:21]=1[C:22]([OH:24])=[O:23].C(Cl)Cl.Cl>N1C=CC=CC=1>[F:19][C:20]1[CH:28]=[C:27]([O:29][C:14](=[O:15])[C:13]2[CH:12]=[CH:11][C:10]([O:9][CH2:1][CH2:2][CH2:3][CH2:4][CH2:5][CH2:6][CH2:7][CH3:8])=[CH:18][CH:17]=2)[CH:26]=[CH:25][C:21]=1[C:22]([OH:24])=[O:23]. Procedure: 4-Octyloxybenzoic acid chloride (10.74 g) and 6.24 g of 2-fluoro-4-hydroxybenzoic acid were stirred in 20 ml of pyridine and 50 ml of methylene chloride for 3 hours on refluxing by heating. After the reaction mixture was left to cool, it was neutralized with 10% hydrochloric acid, and the precipitated crystals were separated by filtration, and washed with water and then with cold methanol. The resulting crude crystals were recrystallized from ethanol to obtain 12.11 g of 2-fluoro-4-(4-octyloxybe...